This data is from the Open Reaction Database (ORD), a public repository of structured organic reaction records. The task is: describe an organic reaction: reactants, conditions, products, and yield The reactants are compound, ClC=1C=C(C=CC1)C=1C=C(OC1C1=CC=C(C=C1)F)C(=O)N1CC(NCC1)=O (4-{[4-(3-Chlorophenyl)-5-(4-fluorophenyl)furan-2-yl]carbonyl}piperazin-2-one), ClC=1C=C(C=C(C1)F)C=1C=C(OC1C1=CC(=CC=C1)C#N)C(=O)O (4-(3-Chloro-5-fluorophenyl)-5-(3-cyanophenyl)furan-2-carboxylic acid), compound. The product is ClC=1C=C(C=C(C1)F)C1=C(OC(=C1)C(=O)N1CNC(C1)=O)C=1C=C(C=CC1)C#N (3-{3-(3-Chloro-5-fluorophenyl)-5-[(4-oxoimidazolidin-1-yl)carbonyl]furan-2-yl}benzenecarbonitrile). RXN SMILES: ClC1C=C(C2C=C(C([N:22]3C[CH2:26][NH:25][C:24](=[O:28])[CH2:23]3)=O)OC=2C2C=CC(F)=CC=2)C=CC=1.[Cl:29][C:30]1[CH:31]=[C:32]([C:37]2[CH:38]=[C:39]([C:50]([OH:52])=O)[O:40][C:41]=2[C:42]2[CH:47]=[CH:46][CH:45]=[C:44]([C:48]#[N:49])[CH:43]=2)[CH:33]=[C:34]([F:36])[CH:35]=1>>[Cl:29][C:30]1[CH:31]=[C:32]([C:37]2[CH:38]=[C:39]([C:50]([N:22]3[CH2:23][C:24](=[O:28])[NH:25][CH2:26]3)=[O:52])[O:40][C:41]=2[C:42]2[CH:43]=[C:44]([C:48]#[N:49])[CH:45]=[CH:46][CH:47]=2)[CH:33]=[C:34]([F:36])[CH:35]=1. Reported procedure: The preparation of the title compound takes place in analogy to the synthesis of the compound from Example 6 starting with the compound from Example 20A and the compound from Example 35A. 1.1 equivalents of the compound from Example 35A are used. 42.0 mg (70% of theory) of the title compound are obtained. RXN SMILES: [CH2:32]([Cl:33])[Cl:34].[Cl:5][c:6]1[cH:7][c:8]2[c:12]([cH:13][cH:14]1)[NH:11][C:10](=[O:15])[C:9]2([c:16]1[c:17]([O:22][CH3:23])[cH:18][cH:19][cH:20][cH:21]1)[OH:24].[OH2:31].[S:1]([Cl:2])([Cl:3])=[O:4].[cH:25]1[cH:26][cH:27][n:28][cH:29][cH:30]1>>[Cl:3][C:9]1([c:16]2[c:17]([O:22][CH3:23])[cH:18][cH:19][cH:20][cH:21]2)[c:8]2[cH:7][c:6]([Cl:5])[cH:14][cH:13][c:12]2[NH:11][C:10]1=[O:15]. Yields the product COc1ccccc1C1(Cl)C(=O)Nc2ccc(Cl)cc21. Starting materials: ClCCl, COc1ccccc1C1(O)C(=O)Nc2ccc(Cl)cc21, O, O=S(Cl)Cl, c1ccncc1.